From a dataset of the Open Reaction Database (ORD), a public repository of structured organic reaction records. describe an organic reaction: reactants, conditions, products, and yield Reactants: O=S(=O)(Nc1cccc(C(O)=Cc2ccnc(Cl)n2)c1)c1c(F)cccc1F, ClCCl, O=S(=O)(Cl)c1c(F)cccc1F, COC(=O)c1cccc(N)c1Cl, c1ccncc1. The product is COC(=O)c1cccc(NS(=O)(=O)c2c(F)cccc2F)c1Cl. As a reaction SMILES: [Cl:1][c:2]1[n:3][c:4]([CH:5]=[C:6]([c:7]2[cH:8][c:9]([NH:10][S:18](=[O:19])(=[O:20])[c:21]3[c:22]([F:28])[cH:23][cH:24][cH:25][c:26]3[F:27])[cH:11][cH:12][cH:13]2)[OH:14])[cH:15][cH:16][n:17]1.[Cl:59][CH2:60][Cl:61].[F:47][c:48]1[cH:49][cH:50][cH:51][c:52]([F:53])[c:54]1[S:55]([Cl:56])(=[O:57])=[O:58].[NH2:29][c:30]1[c:31]([Cl:40])[c:32]([C:33](=[O:34])[O:35][CH3:36])[cH:37][cH:38][cH:39]1.[cH:41]1[cH:42][cH:43][n:44][cH:45][cH:46]1>>[S:18](=[O:19])(=[O:20])([c:21]1[c:22]([F:28])[cH:23][cH:24][cH:25][c:26]1[F:27])[NH:29][c:30]1[c:31]([Cl:40])[c:32]([C:33](=[O:34])[O:35][CH3:36])[cH:37][cH:38][cH:39]1. Starting materials: ClC(C1OC2=C(C(O1)C(Cl)(Cl)Cl)C=C(C=C2)C(=O)OCC)(Cl)Cl (ethyl 2,4-bis(trichloromethyl)benzo[1,3]dioxin-6-carboxylate), [H-].[Al+3].[Li+].[H-].[H-].[H-] (lithium aluminium hydride), O (water), C(C)(=O)OCC (ethyl acetate). Solvent: CCOCC (ether), CCOCC (ether). Run at time 1 hour. Product: OCC=1C=CC2=C(C(OC(O2)C(Cl)(Cl)Cl)C(Cl)(Cl)Cl)C1 (6-hydroxymethyl-2,4-bis(trichloromethyl)benzo[1,3]dioxin). RXN SMILES: [Cl:1][C:2]([Cl:23])([Cl:22])[CH:3]1[O:8][CH:7]([C:9]([Cl:12])([Cl:11])[Cl:10])[C:6]2[CH:13]=[C:14]([C:17](OCC)=[O:18])[CH:15]=[CH:16][C:5]=2[O:4]1.[H-].[Al+3].[Li+].[H-].[H-].[H-].C(OCC)(=O)C.O>CCOCC>[OH:18][CH2:17][C:14]1[CH:15]=[CH:16][C:5]2[O:4][CH:3]([C:2]([Cl:1])([Cl:22])[Cl:23])[O:8][CH:7]([C:9]([Cl:12])([Cl:11])[Cl:10])[C:6]=2[CH:13]=1 |f:1.2.3.4.5.6|. Procedure details: A solution of ethyl 2,4-bis(trichloromethyl)benzo[1,3]dioxin-6-carboxylate (2.0 g.) in anhydrous ether (25 ml.) was added at room temperature during 20 minutes to a suspension of lithium aluminium hydride (0.2 g.) in anhydrous ether (25 ml.). The mixture was stirred for 1 hour, then ethyl acetate (5 ml.) was added, followed by water (10 ml.). The mixture was filtered, and the ether layer of the filtrate was separated. The aqueous phase was extracted with ether (3×10 ml.), the combined extracts w... Reactants: CC(C)(C)OC(=O)Nc1ccc(F)cc1F, [Li]CCCC, CN(C)C=O, CC(C)[N-]C(C)C, [Li+], C1CCOC1. Yields the product CC(C)(C)OC(=O)Nc1ccc(F)c(C=O)c1F. As a reaction SMILES: [C:1]([CH3:2])([CH3:3])([CH3:4])[O:5][C:6]([NH:7][c:8]1[c:9]([F:15])[cH:10][c:11]([F:14])[cH:12][cH:13]1)=[O:16].[CH2:17]([Li:18])[CH2:19][CH2:20][CH3:21].[CH3:30][N:31]([CH:32]=[O:33])[CH3:34].[CH:22]([N-:23][CH:24]([CH3:25])[CH3:26])([CH3:27])[CH3:28].[Li+:29].[O:35]1[CH2:36][CH2:37][CH2:38][CH2:39]1>>[C:1]([CH3:2])([CH3:3])([CH3:4])[O:5][C:6]([NH:7][c:8]1[c:9]([F:15])[c:10]([CH:32]=[O:33])[c:11]([F:14])[cH:12][cH:13]1)=[O:16]. Starting materials: [OH-].[Na+] (sodium hydroxide), [BH4-].[Na+] (sodium borohydride), Cl.COC1=C(C=CC=C1)N1CCN(CC1)CC(=O)C1=CC=CC=2C(C(=C(OC21)C2=CC=CC=C2)C)=O (8-{2-[4-(2-Methoxyphenyl)-1-piperazinyl]-1-oxoethyl}-3-methyl-4-oxo-2-phenyl-4H-1-benzopyran hydrochloride), Cl (hydrochloric acid). Run in CO (methanol). Run at time 90 minute. The product is Cl.OC(CN1CCN(CC1)C1=C(C=CC=C1)OC)C1=CC=CC=2C(C(=C(OC21)C2=CC=CC=C2)C)=O (8-{1-Hydroxy-2-[4-(2-methoxyphenyl)-1-piperazinyl]-ethyl}-3-methyl-4-oxo-2-phenyl-4H-1-benzopyran hydrochloride). Isolated yield 61.0%. Reaction SMILES: [BH4-].[Na+].[ClH:3].[CH3:4][O:5][C:6]1[CH:11]=[CH:10][CH:9]=[CH:8][C:7]=1[N:12]1[CH2:17][CH2:16][N:15]([CH2:18][C:19]([C:21]2[C:30]3[O:29][C:28]([C:31]4[CH:36]=[CH:35][CH:34]=[CH:33][CH:32]=4)=[C:27]([CH3:37])[C:26](=[O:38])[C:25]=3[CH:24]=[CH:23][CH:22]=2)=[O:20])[CH2:14][CH2:13]1.Cl.[OH-].[Na+]>CO>[ClH:3].[OH:20][CH:19]([C:21]1[C:30]2[O:29][C:28]([C:31]3[CH:36]=[CH:35][CH:34]=[CH:33][CH:32]=3)=[C:27]([CH3:37])[C:26](=[O:38])[C:25]=2[CH:24]=[CH:23][CH:22]=1)[CH2:18][N:15]1[CH2:16][CH2:17][N:12]([C:7]2[CH:8]=[CH:9][CH:10]=[CH:11][C:6]=2[O:5][CH3:4])[CH2:13][CH2:14]1 |f:0.1,2.3,5.6,8.9|. Procedure details: 1.36 g of sodium borohydride was added portionwise at 0° to +5° C. to a solution of 15.5 g of the compound prepared in Example 1 in 1500 ml of methanol. After stirring for 90 minutes at 0° to +5° C., 3N aqueous hydrochloric acid solution was added in order slightly to acidify the reaction mixture, which was then stripped in vacuo. The residue was shaken with 2N aqueous sodium hydroxide solution and extracted with chloroform. The organic layer was dried on anhydrous sodium sulfate/calcium chlorid... Reactants: [NH4+] (Ammonium), ClC=1C=C(C=CS(=O)(=O)N=C(C2=CC(=C(C=C2)OC)OC)Cl)C=CC1Cl (N-(3,4-dichlorostyrylsulfonyl)-3,4-dimethoxybenzimidoyl chloride). Run in C1=CC=CC=C1 (benzene). Yields the product ClC=1C=C(C=CS(=O)(=O)NC(C2=CC(=C(C=C2)OC)OC)=N)C=CC1Cl (N-(3,4-DICHLOROSTYRYLSULFONYL)-3,4-DIMETHOXYBENZAMIDINE). Isolated yield 96.0%. Reaction SMILES: [NH4+:1].[Cl:2][C:3]1[CH:4]=[C:5]([CH:24]=[CH:25][C:26]=1[Cl:27])[CH:6]=[CH:7][S:8]([N:11]=[C:12](Cl)[C:13]1[CH:18]=[CH:17][C:16]([O:19][CH3:20])=[C:15]([O:21][CH3:22])[CH:14]=1)(=[O:10])=[O:9]>C1C=CC=CC=1>[Cl:2][C:3]1[CH:4]=[C:5]([CH:24]=[CH:25][C:26]=1[Cl:27])[CH:6]=[CH:7][S:8]([NH:11][C:12](=[NH:1])[C:13]1[CH:18]=[CH:17][C:16]([O:19][CH3:20])=[C:15]([O:21][CH3:22])[CH:14]=1)(=[O:10])=[O:9]. Reported procedure: Ammonium gas is bubbled through a solution of N-(3,4-dichlorostyrylsulfonyl)-3,4-dimethoxybenzimidoyl chloride (8.7 g., 0.02 mole) in 100 ml. of dry benzene for a period of 1 hr. The solvent evaporated under reduced pressure and the solid residue stirred with 50 ml. of water and filtered affords 8.0 g. (96% yield) of N-(3,4-DICHLOROSTYRYLSULFONYL)-3,4-DIMETHOXYBENZAMIDINE, m.p. 205°-210° C. A sample crystallized from acetonitrile has a melting point of 208°-211° C.